From a dataset of the Open Reaction Database (ORD), a public repository of structured organic reaction records. describe an organic reaction: reactants, conditions, products, and yield Reactants: CC1(C)OC(=O)c2cc(N(Cc3ccc(C#Cc4ccc(Cl)cc4)cc3)C(=O)c3ccno3)ccc2O1, [Na+], [OH-]. The product is O=C(O)c1cc(N(Cc2ccc(C#Cc3ccc(Cl)cc3)cc2)C(=O)c2ccno2)ccc1O. Reaction SMILES: [Cl:1][c:2]1[cH:3][cH:4][c:5]([C:8]#[C:9][c:10]2[cH:11][cH:12][c:13]([CH2:14][N:15]([C:16](=[O:17])[c:18]3[cH:19][cH:20][n:21][o:22]3)[c:23]3[cH:24][c:25]4[c:26]([cH:34][cH:35]3)[O:27][C:28]([CH3:32])([CH3:33])[O:29][C:30]4=[O:31])[cH:36][cH:37]2)[cH:6][cH:7]1.[Na+:39].[OH-:38]>>[Cl:1][c:2]1[cH:3][cH:4][c:5]([C:8]#[C:9][c:10]2[cH:11][cH:12][c:13]([CH2:14][N:15]([C:16](=[O:17])[c:18]3[cH:19][cH:20][n:21][o:22]3)[c:23]3[cH:24][c:25]([C:30](=[O:29])[OH:31])[c:26]([OH:27])[cH:34][cH:35]3)[cH:36][cH:37]2)[cH:6][cH:7]1. The reactants are ClCCl, CC(C)OC(=O)N=NC(=O)OC(C)C, CC(C)S(=O)(=O)NC1Cc2ccc(O)cc2C1, c1ccc(P(c2ccccc2)c2ccccc2)cc1, OCCCc1cccnc1. Product: CC(C)S(=O)(=O)NC1Cc2ccc(OCCCc3cccnc3)cc2C1. RXN SMILES: [Cl:61][CH2:62][Cl:63].[O:28]=[C:29]([O:30][CH:31]([CH3:32])[CH3:33])[N:34]=[N:35][C:36]([O:37][CH:38]([CH3:39])[CH3:40])=[O:41].[OH:1][c:2]1[cH:3][c:4]2[c:8]([cH:9][cH:10]1)[CH2:7][CH:6]([NH:11][S:12](=[O:13])(=[O:14])[CH:15]([CH3:16])[CH3:17])[CH2:5]2.[c:42]1([P:43]([c:44]2[cH:45][cH:46][cH:47][cH:48][cH:49]2)[c:50]2[cH:51][cH:52][cH:53][cH:54][cH:55]2)[cH:56][cH:57][cH:58][cH:59][cH:60]1.[n:18]1[cH:19][c:20]([CH2:24][CH2:25][CH2:26][OH:27])[cH:21][cH:22][cH:23]1>>[O:1]([c:2]1[cH:3][c:4]2[c:8]([cH:9][cH:10]1)[CH2:7][CH:6]([NH:11][S:12](=[O:13])(=[O:14])[CH:15]([CH3:16])[CH3:17])[CH2:5]2)[CH2:26][CH2:25][CH2:24][c:20]1[cH:19][n:18][cH:23][cH:22][cH:21]1. Starting materials: FC(C=1C=C2C=CC(=CC2=CC1)B1OC(C(O1)(C)C)(C)C)F (2-(6-difluoromethyl-naphthalen-2-yl)-4,4,5,5-tetramethyl-[1,3,2]dioxaborolane), ClC=1C=C(N=NC1)CN1C(=NC=C1)C (5-chloro-3-(2-methyl-imidazol-1-yl-methyl)-pyridazine). Procedure: The title compound, MS: m/e 351.4 (M+H+), was prepared from 2-(6-difluoromethyl-naphthalen-2-yl)-4,4,5,5-tetramethyl-[1,3,2]dioxaborolane and 5-chloro-3-(2-methyl-imidazol-1-yl-methyl)-pyridazine. Product: Cl.FC(C=1C=C2C=CC(=CC2=CC1)C=1C=C(N=NC1)CN1C(=NC=C1)C)F (5-(6-Difluoromethyl-naphthalen-2-yl)-3-(2-methyl-imidazol-1-yl-methyl)-pyridazine hydrochloride). RXN SMILES: [F:1][CH:2]([F:22])[C:3]1[CH:4]=[C:5]2[C:10](=[CH:11][CH:12]=1)[CH:9]=[C:8](B1OC(C)(C)C(C)(C)O1)[CH:7]=[CH:6]2.[Cl:23][C:24]1[CH:25]=[C:26]([CH2:30][N:31]2[CH:35]=[CH:34][N:33]=[C:32]2[CH3:36])[N:27]=[N:28][CH:29]=1>>[ClH:23].[F:22][CH:2]([F:1])[C:3]1[CH:4]=[C:5]2[C:10](=[CH:11][CH:12]=1)[CH:9]=[C:8]([C:24]1[CH:25]=[C:26]([CH2:30][N:31]3[CH:35]=[CH:34][N:33]=[C:32]3[CH3:36])[N:27]=[N:28][CH:29]=1)[CH:7]=[CH:6]2 |f:2.3|. Starting materials: COC1=CC(=C(C(=O)N)C=C1OCCOC)[N+](=O)[O-] (4-methoxy-5-(2-methoxyethoxy)-2-nitrobenzamide), [NH4+].[Cl-] (NH4Cl). The reagents and catalysts are [Pd] (Pd/C). The solvent is COCCOC (DME), CO (MeOH). Run at time 12 hour. Product: NC1=C(C(=O)N)C=C(C(=C1)OC)OCCOC (2-amino-4-methoxy-5-(2-methoxyethoxyl)benzamide), solid. Reaction SMILES: [CH3:1][O:2][C:3]1[C:11]([O:12][CH2:13][CH2:14][O:15][CH3:16])=[CH:10][C:6]([C:7]([NH2:9])=[O:8])=[C:5]([N+:17]([O-])=O)[CH:4]=1.[NH4+].[Cl-]>COCCOC.CO.[Pd]>[NH2:17][C:5]1[CH:4]=[C:3]([O:2][CH3:1])[C:11]([O:12][CH2:13][CH2:14][O:15][CH3:16])=[CH:10][C:6]=1[C:7]([NH2:9])=[O:8] |f:1.2|. Reported procedure: A mixture of 4-methoxy-5-(2-methoxyethoxy)-2-nitrobenzamide (4.5 g, contains some NH4Cl) and 10% Pd/C (ca. 0.5 g) in DME (200 mL) and MeOH (200 mL) was hydrogenated under a balloon of H2 at RT for 12 h. The mixture was filtered through a pad of Celite® and concentrated in vacuo to give 2-amino-4-methoxy-5-(2-methoxyethoxyl)benzamide as an off white solid (2.8 g, 11.6 mmol). HPLC retention time 2.80 mins. Reactants: FC1=C(C=O)C=CC=C1F (2,3-difluorobenzaldehyde), N1CCOCC1 (morpholine), C([O-])([O-])=O.[K+].[K+] (potassium carbonate), CS(=O)C (dimethyl sulfoxide). Run in O (H2O). Run at temperature 100 celsius, time 8 hour. Product: FC=1C(=C(C=O)C=CC1)N1CCOCC1 (3-fluoro-2-(morpholin-4-yl)benzaldehyde). Yield: 28.5%. As a reaction SMILES: F[C:2]1[C:9]([F:10])=[CH:8][CH:7]=[CH:6][C:3]=1[CH:4]=[O:5].[NH:11]1[CH2:16][CH2:15][O:14][CH2:13][CH2:12]1.C(=O)([O-])[O-].[K+].[K+].CS(C)=O>O>[F:10][C:9]1[C:2]([N:11]2[CH2:16][CH2:15][O:14][CH2:13][CH2:12]2)=[C:3]([CH:6]=[CH:7][CH:8]=1)[CH:4]=[O:5] |f:2.3.4|. Reported procedure: A 100 mL round-bottom flask was charged with 2,3-difluorobenzaldehyde (2.00 g, 14.1 mmol, 1.00 equiv), morpholine (1.84 g, 21.1 mmol, 1.50 equiv), potassium carbonate (4.90 g, 35.4 mmol, 2.52 equiv), and dimethyl sulfoxide (20 mL). The resulting solution was stirred overnight at 100° C. in an oil bath and diluted with H2O (50 mL). The resulting solution was extracted with dichloromethane (3×20 mL) and the organic layers were combined, washed with H2O (3×50 mL), dried over anhydrous sodium sulfat... The reactants are [BH4-], Cc1ccc(F)c(Br)n1, CC(C)(C)P(C(C)(C)C)C(C)(C)C, C1CCOC1, CCO, [F-], OB(O)c1c(F)cccc1F, [K+], [Na+], O=C(C=Cc1ccccc1)C=Cc1ccccc1, O=C(C=Cc1ccccc1)C=Cc1ccccc1, O=C(C=Cc1ccccc1)C=Cc1ccccc1, O, [Pd], [Pd]. The product is Cc1ccc(F)c(-c2c(F)cccc2F)n1. Reaction SMILES: [BH4-:36].[Br:1][c:2]1[n:3][c:4]([CH3:9])[cH:5][cH:6][c:7]1[F:8].[C:23]([P:24]([C:25]([CH3:26])([CH3:27])[CH3:28])[C:29]([CH3:30])([CH3:31])[CH3:32])([CH3:33])([CH3:34])[CH3:35].[CH2:38]1[O:39][CH2:40][CH2:41][CH2:42]1.[CH3:44][CH2:45][OH:46].[F-:21].[F:10][c:11]1[c:12]([B:18]([OH:19])[OH:20])[c:13]([F:17])[cH:14][cH:15][cH:16]1.[K+:22].[Na+:37].[O:49]=[C:50]([CH:51]=[CH:52][c:53]1[cH:54][cH:55][cH:56][cH:57][cH:58]1)[CH:59]=[CH:60][c:61]1[cH:62][cH:63][cH:64][cH:65][cH:66]1.[O:67]=[C:68]([CH:69]=[CH:70][c:71]1[cH:72][cH:73][cH:74][cH:75][cH:76]1)[CH:77]=[CH:78][c:79]1[cH:80][cH:81][cH:82][cH:83][cH:84]1.[O:85]=[C:86]([CH:87]=[CH:88][c:89]1[cH:90][cH:91][cH:92][cH:93][cH:94]1)[CH:95]=[CH:96][c:97]1[cH:98][cH:99][cH:100][cH:101][cH:102]1.[OH2:43].[Pd:47].[Pd:48]>>[c:2]1(-[c:12]2[c:11]([F:10])[cH:16][cH:15][cH:14][c:13]2[F:17])[n:3][c:4]([CH3:9])[cH:5][cH:6][c:7]1[F:8]. The reactants are O=C1C(CNC2=C(N1)C=C(C=C2)C)NC(=O)OC(C)(C)C (2-Oxo-3-tert-butoxycarbonylamino-8-methyl-1,3,4,5-tetrahydro-2H-1,5-benzodiazepine), O (Water), O1C(=CC=C1)C(=O)Cl (2-furancarbonyl chloride), N1=CC=CC=C1 (pyridine). The solvent is ClCCCl (1,2-dichloroethane). Product: O=C1C(CN(C2=C(N1)C=C(C=C2)C)C(=O)C=2OC=CC2)NC(=O)OC(C)(C)C (2-oxo-3-tert-butoxycarbonylamino-5-(furan-2-ylcarbonyl)-8-methyl-1,3,4,5-tetrahydro-2H-1,5-benzodiazepine). Yield: 81.3%. RXN SMILES: [O:1]=[C:2]1[NH:8][C:7]2[CH:9]=[C:10]([CH3:13])[CH:11]=[CH:12][C:6]=2[NH:5][CH2:4][CH:3]1[NH:14][C:15]([O:17][C:18]([CH3:21])([CH3:20])[CH3:19])=[O:16].[O:22]1[CH:26]=[CH:25][CH:24]=[C:23]1[C:27](Cl)=[O:28].N1C=CC=CC=1.O>ClCCCl>[O:1]=[C:2]1[NH:8][C:7]2[CH:9]=[C:10]([CH3:13])[CH:11]=[CH:12][C:6]=2[N:5]([C:27]([C:23]2[O:22][CH:26]=[CH:25][CH:24]=2)=[O:28])[CH2:4][CH:3]1[NH:14][C:15]([O:17][C:18]([CH3:21])([CH3:20])[CH3:19])=[O:16]. Procedure details: 2-Oxo-3-tert-butoxycarbonylamino-8-methyl-1,3,4,5-tetrahydro-2H-1,5-benzodiazepine (2.00 g) obtained from Referential Example 7 was suspended in 1,2-dichloroethane (40 ml), 2-furancarbonyl chloride (1.05 g) and pyridine (626 mg) were added thereto, the mixture was refluxed for 2 hours. Water (100 ml) was added to the reaction mixture, extracted with ethyl acetate. The organic layer was washed with saturated aqueous sodium bicarbonate, dried over anhydrous sodium sulfate, the solvent was evaporat... Reactants: [Si](C)(C)(C)C=1NC=CN1 (TMS-imidazole), OC(C#CC[C@@H](C)C=1[C@]2(CCCC([C@@H]2CCC1)=O)C)(C)C ((4aS,8aR)-5-((R)-5-hydroxy-1,5-dimethyl-hex-3-ynyl)-4a-methyl-3,4,4a,7,8,8a-hexahydro-2H-naphthalen-1-one). Solvent: C(Cl)Cl (CH2Cl2). Reaction conditions: time 24 hour. Product: C[Si](OC(C#CC[C@@H](C)C=1[C@]2(CCCC([C@@H]2CCC1)=O)C)(C)C)(C)C ((4aS,8aR)-5-[(R)-5-Trimethylsilanyloxy-1,5-dimethyl-hex-3-ynyl]-4a-methyl-1,2,3,4,4a,7,8,8a-octahydro-naphthalen-1-one). RXN SMILES: [OH:1][C:2]([CH3:21])([CH3:20])[C:3]#[C:4][CH2:5][C@H:6]([C:8]1[C@:9]2([CH3:19])[C@@H:14]([CH2:15][CH2:16][CH:17]=1)[C:13](=[O:18])[CH2:12][CH2:11][CH2:10]2)[CH3:7].[Si:22](C1NC=CN=1)([CH3:25])([CH3:24])[CH3:23]>C(Cl)Cl>[CH3:23][Si:22]([CH3:25])([CH3:24])[O:1][C:2]([CH3:20])([CH3:21])[C:3]#[C:4][CH2:5][C@H:6]([C:8]1[C@:9]2([CH3:19])[C@@H:14]([CH2:15][CH2:16][CH:17]=1)[C:13](=[O:18])[CH2:12][CH2:11][CH2:10]2)[CH3:7]. Reported procedure: 446 mg (1.55 mmol) of (4aS,8aR)-5-((R)-5-hydroxy-1,5-dimethyl-hex-3-ynyl)-4a-methyl-3,4,4a,7,8,8a-hexahydro-2H-naphthalen-1-one in 12 ml of abs. CH2Cl2 was treated with 2.03 ml (9 eq.) of TMS-imidazole and kept at RT for 24 h. Pouring onto crushed ice, twofold extraction with ether, washing with water and brine, and drying over sodium sulfate left a crude product, which was purified by flash chromatography (SiO2, hexane/AcOEt=9/1). Thereby, 561 mg of the title compound was obtained as colorless ... Starting materials: BrCCOC1=CC=C(C=C1)CC(=O)O (4-(2-bromoethoxy)-phenylacetic acid), S(=O)(Cl)Cl (thionyl chloride). Yields the product BrCCOC1=CC=C(C=C1)CC(=O)Cl (4-(2-bromoethoxy)phenylacetyl chloride). Isolated yield 86.0%. RXN SMILES: [Br:1][CH2:2][CH2:3][O:4][C:5]1[CH:10]=[CH:9][C:8]([CH2:11][C:12]([OH:14])=O)=[CH:7][CH:6]=1.S(Cl)([Cl:17])=O>>[Br:1][CH2:2][CH2:3][O:4][C:5]1[CH:10]=[CH:9][C:8]([CH2:11][C:12]([Cl:17])=[O:14])=[CH:7][CH:6]=1. Procedure details: 4-Hydroxyphenylacetic acid (100 g, 0.6 mol) and cesium carbonate (250 g) were suspended in 300 mL of anhydrous acetonitrile followed by addition of 1,2-dibromoethane (300 mL). The suspension was brought to reflux for 24 hours in a 2L 3 neck round bottom flask fitted with a mechanical stirrer and reflux condenser then cooled to room temperature. The mixture was diluted to a volume of 2L by addition of ethyl ether and the suspension was filtered. Concentration of the filtrate in vacuo afforded a c...